From a dataset of the Open Reaction Database (ORD), a public repository of structured organic reaction records. describe an organic reaction: reactants, conditions, products, and yield The reactants are CC(C)(C)OC(=O)Nc1cccc([N+](=O)[O-])c1OCc1ccccc1, CCCCCC, Cl, C1COCCO1. Yields the product Nc1cccc([N+](=O)[O-])c1OCc1ccccc1, Cl. As a reaction SMILES: [CH2:1]([c:2]1[cH:3][cH:4][cH:5][cH:6][cH:7]1)[O:8][c:9]1[c:10]([NH:18][C:19](=[O:20])[O:21][C:22]([CH3:23])([CH3:24])[CH3:25])[cH:11][cH:12][cH:13][c:14]1[N+:15](=[O:16])[O-:17].[CH3:27][CH2:28][CH2:29][CH2:30][CH2:31][CH3:32].[ClH:26].[O:33]1[CH2:34][CH2:35][O:36][CH2:37][CH2:38]1>>[CH2:1]([c:2]1[cH:3][cH:4][cH:5][cH:6][cH:7]1)[O:8][c:9]1[c:10]([NH2:18])[cH:11][cH:12][cH:13][c:14]1[N+:15](=[O:16])[O-:17].[ClH:26]. Starting materials: OCC(=O)[C@@H](O)[C@H](O)[C@@H](O)CO (L-sorbose), [I-].[K+] (potassium iodide), S(O)(O)(=O)=O (sulfuric acid). Run in CC(=O)C (acetone). Reaction conditions: temperature 60 celsius, time 4 hour. Product: CC1(OC[C@H]2[C@@H](O1)[C@H]3[C@@](O2)(OC(O3)(C)C)CO)C (2,3:4,6-di-O-isopropylidene-L-sorbofuranose). Isolated yield 94.0%. Reaction SMILES: [OH:1][CH2:2][C:3]([C@H:5]([C@@H:7]([C@H:9]([CH2:11][OH:12])[OH:10])[OH:8])[OH:6])=[O:4].[I-].[K+].S(=O)(=O)(O)O>CC(C)=O>[CH3:2][C:3]1([CH3:5])[O:6][C@H:5]2[C@@H:7]3[O:8][C:9]([CH3:11])([CH3:7])[O:10][C@:9]3([CH2:11][OH:12])[O:4][C@H:3]2[CH2:2][O:1]1 |f:1.2|. Procedure details: To 200 ml of acetone were added 10.0 g of L-sorbose, 166 mg of potassium iodide and 152 mg of conc. sulfuric acid and the mixture was refluxed with stirring in a water bath at 60° C. for 4 hours. During this reaction, the refluxing solvent was dried with 20 g of Molecular Sieves 3A interposed between the reaction vessel and the cooling jacket. The reaction mixture was then subjected to an after-treatment similar to that described in Example 11 to give 6.79 g (47.0%) of 2,3:4,6-di-O-isopropyliden...